From a dataset of the Open Reaction Database (ORD), a public repository of structured organic reaction records. describe an organic reaction: reactants, conditions, products, and yield Procedure: A mixture of ethyl 3-[3-(3-nitrobenzyloxy)phenyl]-2-furancarboxylate (2.21 g), reduced iron (1.75 g), ammonium chloride (0.67 g), ethanol (30 ml) and water (10 ml) was heated at reflux for 1 hour. After filtering the reaction solution through celite, the solvent in the filtrate was evaporated under reduced pressure. The residue was purified by silica gel column chromatography (eluent: ethyl acetate/hexane=1/3), thereby giving 1.60 g of ethyl 3-[3-(2-aminobenzyloxy)phenyl)-2-furancarboxylate. The solvent is O (water). Yield: 78.8%. Reactants: [N+](=O)([O-])C=1C=C(COC=2C=C(C=CC2)C2=C(OC=C2)C(=O)OCC)C=CC1 (ethyl 3-[3-(3-nitrobenzyloxy)phenyl]-2-furancarboxylate), reduced iron, [Cl-].[NH4+] (ammonium chloride), C(C)O (ethanol). Reaction SMILES: [N+]([C:4]1[CH:5]=[C:6]([CH:25]=[CH:26][CH:27]=1)[CH2:7][O:8][C:9]1[CH:10]=[C:11]([C:15]2[CH:19]=[CH:18][O:17][C:16]=2[C:20]([O:22][CH2:23][CH3:24])=[O:21])[CH:12]=[CH:13][CH:14]=1)([O-])=O.[Cl-].[NH4+:29].C(O)C>O>[NH2:29][C:25]1[CH:26]=[CH:27][CH:4]=[CH:5][C:6]=1[CH2:7][O:8][C:9]1[CH:10]=[C:11]([C:15]2[CH:19]=[CH:18][O:17][C:16]=2[C:20]([O:22][CH2:23][CH3:24])=[O:21])[CH:12]=[CH:13][CH:14]=1 |f:1.2|. The product is NC1=C(COC=2C=C(C=CC2)C2=C(OC=C2)C(=O)OCC)C=CC=C1 (ethyl 3-[3-(2-aminobenzyloxy)phenyl)-2-furancarboxylate). Starting materials: CN(/C=C/C(=O)C1=NN(C=CC1=O)C1=CC=C(C=C1)S(=O)(=O)C(F)(F)F)C (3-((E)-3-Dimethylamino-acryloyl)-1-(4-trifluoromethansulfonyl-phenyl)-1H-pyridazin-4-one), C1=NC=CC2=C(C=CC=C12)NN (isoquinolin-5-yl-hydrazine). Product: C1=NC=CC2=C(C=CC=C12)N1N=CC=C1C1=NN(C=CC1=O)C1=CC=C(C=C1)S(=O)(=O)C(F)(F)F (3-(2-Isoquinolin-5-yl-2H-pyrazol-3-yl)-1-(4-trifluoromethanesulfonyl-phenyl)-1H-pyridazin-4-one). RXN SMILES: CN(C)/[CH:3]=[CH:4]/[C:5]([C:7]1[C:12](=[O:13])[CH:11]=[CH:10][N:9]([C:14]2[CH:19]=[CH:18][C:17]([S:20]([C:23]([F:26])([F:25])[F:24])(=[O:22])=[O:21])=[CH:16][CH:15]=2)[N:8]=1)=O.[CH:28]1[C:37]2[C:32](=[C:33]([NH:38][NH2:39])[CH:34]=[CH:35][CH:36]=2)[CH:31]=[CH:30][N:29]=1>>[CH:28]1[C:37]2[C:32](=[C:33]([N:38]3[C:5]([C:7]4[C:12](=[O:13])[CH:11]=[CH:10][N:9]([C:14]5[CH:15]=[CH:16][C:17]([S:20]([C:23]([F:25])([F:24])[F:26])(=[O:22])=[O:21])=[CH:18][CH:19]=5)[N:8]=4)=[CH:4][CH:3]=[N:39]3)[CH:34]=[CH:35][CH:36]=2)[CH:31]=[CH:30][N:29]=1. Procedure details: The product was obtained starting from 3-((E)-3-Dimethylamino-acryloyl)-1-(4-trifluoromethansulfonyl-phenyl)-1H-pyridazin-4-one (A-27) and isoquinolin-5-yl-hydrazine according to the method described for example 43. MS: M=498.0 (M+H)+